From a dataset of the Open Reaction Database (ORD), a public repository of structured organic reaction records. describe an organic reaction: reactants, conditions, products, and yield The product is COC(=O)c1cc(C)c2nc(C)n(Cc3ccc(Cl)cc3Cl)c2c1. Reactants: O=C([O-])[O-], COC(=O)c1cc(C)c2[nH]c(C)nc2c1, CN(C)C=O, ClCc1ccc(Cl)cc1Cl, [I-], [K+], [K+], [Na+]. RXN SMILES: [C:28](=[O:29])([O-:30])[O-:31].[CH3:1][c:2]1[nH:3][c:4]2[c:5]([n:6]1)[cH:7][c:8]([C:12](=[O:13])[O:14][CH3:15])[cH:9][c:10]2[CH3:11].[CH3:34][N:35]([CH3:36])[CH:37]=[O:38].[Cl:16][c:17]1[c:18]([CH2:19][Cl:20])[cH:21][cH:22][c:23]([Cl:25])[cH:24]1.[I-:27].[K+:32].[K+:33].[Na+:26]>>[CH3:1][c:2]1[n:3][c:4]2[c:5]([n:6]1[CH2:19][c:18]1[c:17]([Cl:16])[cH:24][c:23]([Cl:25])[cH:22][cH:21]1)[cH:7][c:8]([C:12](=[O:13])[O:14][CH3:15])[cH:9][c:10]2[CH3:11]. The reactants are C1(=CC=CC=C1)CCCN1CCNCC1 (1-(3-phenylpropyl)piperazine), CC=1OC=CC1C(=O)Cl (2-methyl-3-furoyl chloride). Yields the product Cl.C1(=CC=CC=C1)CCCN1CCN(CC1)C(=O)C1=C(OC=C1)C (1-(3-Phenylpropyl)-4-(2-methyl-3-furoyl)piperazine hydrochloride). Procedure: The compound was obtained by following the same process as in Example 1 from a mixture of 1-(3-phenylpropyl)piperazine, 2-methyl-3-furoyl chloride and benzene. RXN SMILES: [C:1]1([CH2:7][CH2:8][CH2:9][N:10]2[CH2:15][CH2:14][NH:13][CH2:12][CH2:11]2)[CH:6]=[CH:5][CH:4]=[CH:3][CH:2]=1.[CH3:16][C:17]1[O:18][CH:19]=[CH:20][C:21]=1[C:22]([Cl:24])=[O:23]>C1C=CC=CC=1>[ClH:24].[C:1]1([CH2:7][CH2:8][CH2:9][N:10]2[CH2:11][CH2:12][N:13]([C:22]([C:21]3[CH:20]=[CH:19][O:18][C:17]=3[CH3:16])=[O:23])[CH2:14][CH2:15]2)[CH:6]=[CH:5][CH:4]=[CH:3][CH:2]=1 |f:3.4|. Solvent: C1=CC=CC=C1 (benzene). Reactants: FC1=C(C(=C(C(=C1OC([C@@H](NC(=O)OCC1C2=CC=CC=C2C2=CC=CC=C12)CCCCNC(=O)OC(C)(C)C)=O)F)F)F)F (N(α)-Fmoc-N(ε)-Boc-L-lysine pentafluorophenyl ester), [N+](=O)([O-])OCCCCO (4-(nitrooxy)-1-butanol), N,N-dimethylaminopyridine. Solvent: CN(C)C=O (DMF). Run at temperature 0 celsius, time 4 hour. Yields the product C1=CC=CC=2C3=CC=CC=C3C(C12)COC(N[C@@H](CCCCNC(OC(C)(C)C)=O)C(=O)OCCCCO[N+](=O)[O-])=O ((S)-4-(nitrooxy)butyl 1-(9H-fluoren-9-yl)-13,13-dimethyl-3,11-dioxo-2,12-dioxa-4,10-diazatetradecane-5-carboxylate). RXN SMILES: FC1C([O:8][C:9](=O)[C@H:10]([CH2:29][CH2:30][CH2:31][CH2:32][NH:33][C:34]([O:36][C:37]([CH3:40])([CH3:39])[CH3:38])=[O:35])[NH:11][C:12]([O:14][CH2:15][CH:16]2[C:28]3[C:23](=[CH:24][CH:25]=[CH:26][CH:27]=3)[C:22]3[C:17]2=[CH:18][CH:19]=[CH:20][CH:21]=3)=[O:13])=C(F)C(F)=C(F)C=1F.[N+:46]([O:49][CH2:50][CH2:51][CH2:52][CH2:53][OH:54])([O-:48])=[O:47]>CN(C=O)C>[CH:18]1[C:17]2[CH:16]([CH2:15][O:14][C:12](=[O:13])[NH:11][C@H:10]([C:9]([O:54][CH2:53][CH2:52][CH2:51][CH2:50][O:49][N+:46]([O-:48])=[O:47])=[O:8])[CH2:29][CH2:30][CH2:31][CH2:32][NH:33][C:34](=[O:35])[O:36][C:37]([CH3:38])([CH3:39])[CH3:40])[C:28]3[C:23](=[CH:24][CH:25]=[CH:26][CH:27]=3)[C:22]=2[CH:21]=[CH:20][CH:19]=1. Procedure details: Commercial N(α)-Fmoc-N(ε)-Boc-L-lysine pentafluorophenyl ester (6.51 mmol) and 4-(nitrooxy)-1-butanol (6.55 mmol) were dissolved in DMF (12 ml) and the mixture was cooled to 0° C. N,N-dimethylaminopyridine (DMAP) (6.55 mmol) were added and the reaction was slowly warmed to room temperature and stirred for 4 hours. Then the mixture was concentrate under reduced pressure and diluted with EtOAc, washed with 5% aqueous Na2HPO4 and brine. Starting materials: S1C2=C(C=C1B(O)O)C=CC=C2 (benzo[b]thiophen-2-ylboronic acid), N1(C=NC=C1)CC=1C=CC(=NC1)Br (5-Imidazol-1-ylmethyl-2-bromopyridine). Yields the product S1C2=C(C=C1C1=NC=C(C=C1)CN1C=NC=C1)C=CC=C2 (2-Benzo[b]thiophen-2-yl-5-imidazol-1-ylmethyl-pyridine). Reaction SMILES: [S:1]1[C:5](B(O)O)=[CH:4][C:3]2[CH:9]=[CH:10][CH:11]=[CH:12][C:2]1=2.[N:13]1([CH2:18][C:19]2[CH:20]=[CH:21][C:22](Br)=[N:23][CH:24]=2)[CH:17]=[CH:16][N:15]=[CH:14]1>>[S:1]1[C:5]([C:22]2[CH:21]=[CH:20][C:19]([CH2:18][N:13]3[CH:17]=[CH:16][N:15]=[CH:14]3)=[CH:24][N:23]=2)=[CH:4][C:3]2[CH:9]=[CH:10][CH:11]=[CH:12][C:2]1=2. Reported procedure: Synthesized using benzo[b]thiophen-2-ylboronic acid (149 mg, 0.84 mmol) and 1a (100 mg, 0.42 mmol) according to Method C. Yellow solid. Yield: 46 mg, 0.16 mmol, 38%. 1H NMR (CDCl3, 500 MHz): δH (ppm): 5.17 (s, 2H), 6.93 (t, J=1.3 Hz, 1H), 7.35-7.38 (m, 2H), 7.46 (dd, J=8.2, 2.2 Hz, 1H), 7.60 (brs, 1H), 7.79 (d, J=8.2 Hz, 1H), 7.80-7.83 (m 1H), 7.84 (d, J=0.6 Hz, 1H), 7.86-7.88 (m, 1H), 8.52 (d, J=1.9 Hz, 1H); 13C NMR (CDCl3, 125 MHz): δC (ppm)=48.1, 119.0, 119.7, 121.7, 122.6, 124.2, 123.6, 125.... Starting materials: C(C)OC(=O)C1(CC2=CC=CC=C2C1)NC(=O)C=1C2=C(SC1)C=CC=C2 (2-[(Benzo[b]thiophene-3-carbonyl)-amino]-indane-2-carboxylic acid ethyl ester), [Li+].[OH-] (LiOH), O1CCOCC1 (1,4-dioxane), CO (MeOH), EtOAc heptanes. Run in O (water). Conditions: time 18 hour. Product: S1C2=C(C(=C1)C(=O)NC1(CC3=CC=CC=C3C1)C(=O)O)C=CC=C2 (2-[(Benzo[b]thiophene-3-carbonyl)-amino]-indane-2-carboxylic acid). Yield: 121.3%. As a reaction SMILES: C([O:3][C:4]([C:6]1([NH:15][C:16]([C:18]2[C:19]3[CH:26]=[CH:25][CH:24]=[CH:23][C:20]=3[S:21][CH:22]=2)=[O:17])[CH2:14][C:13]2[C:8](=[CH:9][CH:10]=[CH:11][CH:12]=2)[CH2:7]1)=[O:5])C.O1CCOCC1.CO.[Li+].[OH-]>O>[S:21]1[CH:22]=[C:18]([C:16]([NH:15][C:6]2([C:4]([OH:5])=[O:3])[CH2:14][C:13]3[C:8](=[CH:9][CH:10]=[CH:11][CH:12]=3)[CH2:7]2)=[O:17])[C:19]2[CH:26]=[CH:25][CH:24]=[CH:23][C:20]1=2 |f:3.4|. Procedure details: A 50 mL flask containing the 2-[(benzo[b]thiophene-3-carbonyl)-amino]-indan-2-carboxylic acid ethyl ester (182, 0.40 g, 1.10 mmol) is charged with 1,4-dioxane (10 mL) and MeOH 10 mL). A stirring bar is added and stirring is initiated. After dissolution, water (5.0 mL) is added followed by the LiOH (115 mg, 2.74 mmol). After 18 h, tlc analysis (silica, 50% EtOAc/heptanes) indicates that the starting material is completely consumed. Dilute aqueous HCl (3%, ˜15 mL) and EtOAc (25 mL) are added to th...